The task is: describe an organic reaction: reactants, conditions, products, and yield. This data is from the Open Reaction Database (ORD), a public repository of structured organic reaction records. Reactants: C1CCOC1, COC(=O)CN1CC(CNC(=O)c2ccccc2)=CCC(NC(=O)c2nccc3ccccc23)C1=O, [Li+], [OH-], O. The product is O=C(O)CN1CC(CNC(=O)c2ccccc2)=CCC(NC(=O)c2nccc3ccccc23)C1=O. Reaction SMILES: [CH2:39]1[O:40][CH2:41][CH2:42][CH2:43]1.[CH3:1][O:2][C:3]([CH2:4][N:5]1[C:6](=[O:35])[CH:7]([NH:22][C:23](=[O:24])[c:25]2[n:26][cH:27][cH:28][c:29]3[cH:30][cH:31][cH:32][cH:33][c:34]23)[CH2:8][CH:9]=[C:10]([CH2:12][NH:13][C:14]([c:15]2[cH:16][cH:17][cH:18][cH:19][cH:20]2)=[O:21])[CH2:11]1)=[O:36].[Li+:38].[OH-:37].[OH2:44]>>[O:2]=[C:3]([CH2:4][N:5]1[C:6](=[O:35])[CH:7]([NH:22][C:23](=[O:24])[c:25]2[n:26][cH:27][cH:28][c:29]3[cH:30][cH:31][cH:32][cH:33][c:34]23)[CH2:8][CH:9]=[C:10]([CH2:12][NH:13][C:14]([c:15]2[cH:16][cH:17][cH:18][cH:19][cH:20]2)=[O:21])[CH2:11]1)[OH:36]. The reactants are O1N=C(C2=C1C=CC=C2)C2=C(C=CC=C2)C(C(=O)OCC)(CC=C)C (ethyl 2-[2-(1,2-benzisoxazol-3-yl)-phenyl]-2-methyl-4-pentenoate), [OH-].[K+] (potassium hydroxide), Cl (hydrochloric acid). Solvent: COCCO (2-methoxyethanol). The product is O1N=C(C2=C1C=CC=C2)C2=C(C=CC=C2)C(C(=O)O)(CC=C)C (2-[2-(1,2-benzisoxazol-3-yl)-phenyl]-2-methyl-4-pentenoic acid). Isolated yield 75.7%. As a reaction SMILES: [O:1]1[C:5]2[CH:6]=[CH:7][CH:8]=[CH:9][C:4]=2[C:3]([C:10]2[CH:15]=[CH:14][CH:13]=[CH:12][C:11]=2[C:16]([CH3:25])([CH2:22][CH:23]=[CH2:24])[C:17]([O:19]CC)=[O:18])=[N:2]1.[OH-].[K+].Cl>COCCO>[O:1]1[C:5]2[CH:6]=[CH:7][CH:8]=[CH:9][C:4]=2[C:3]([C:10]2[CH:15]=[CH:14][CH:13]=[CH:12][C:11]=2[C:16]([CH3:25])([CH2:22][CH:23]=[CH2:24])[C:17]([OH:19])=[O:18])=[N:2]1 |f:1.2|. Procedure details: To a solution of 0.75 g of ethyl 2-[2-(1,2-benzisoxazol-3-yl)-phenyl]-2-methyl-4-pentenoate in 10 ml of 2-methoxyethanol was added 5 ml of 10M potassium hydroxide solution. The solution was refluxed overnight then cooled to room temperature and poured onto ice. This aqueous solution was acidified with 5M hydrochloric acid and extracted with three 100 ml portions of ether. The extracts were evaporated and azeotroped with toluene. Flash chromatography of the residue, eluting with 0 to 10% methanol... Procedure details: In a manner similar to Preparation 1 react N-ethyl N-(5-methylhexyl)-1,2-ethanediamine with 4-fluoro-1-nitrobenzene to obtain the title compound. Reactants: C(C)N(CCN)CCCCC(C)C (N-ethyl N-(5-methylhexyl)-1,2-ethanediamine), FC1=CC=C(C=C1)[N+](=O)[O-] (4-fluoro-1-nitrobenzene). The product is C(C)N(CCNC1=CC=C(C=C1)[N+](=O)[O-])CCCCC(C)C (N-Ethyl-N-(5-methylhexyl)-N'-(4-nitrophenyl)-1,2-ethanediamine). Reaction SMILES: [CH2:1]([N:3]([CH2:7][CH2:8][CH2:9][CH2:10][CH:11]([CH3:13])[CH3:12])[CH2:4][CH2:5][NH2:6])[CH3:2].F[C:15]1[CH:20]=[CH:19][C:18]([N+:21]([O-:23])=[O:22])=[CH:17][CH:16]=1>>[CH2:1]([N:3]([CH2:7][CH2:8][CH2:9][CH2:10][CH:11]([CH3:12])[CH3:13])[CH2:4][CH2:5][NH:6][C:15]1[CH:20]=[CH:19][C:18]([N+:21]([O-:23])=[O:22])=[CH:17][CH:16]=1)[CH3:2]. Reactants: ClC1=C(C(=O)NC2=C(C=C(C(=O)O)C=C2)OC)C=C(C=C1)F (4-(2-chloro-5-fluoro-benzoylamino)-3-methoxy-benzoic acid), ClC(C)Cl (dichloroethane). Product: ClC1=C(C(=O)NC2=C(C=C(C(=O)Cl)C=C2)OC)C=C(C=C1)F (4-(2-chloro-5-fluoro-benzoylamino)-3-methoxy-benzoyl chloride). As a reaction SMILES: [Cl:1][C:2]1[CH:21]=[CH:20][C:19]([F:22])=[CH:18][C:3]=1[C:4]([NH:6][C:7]1[CH:15]=[CH:14][C:10]([C:11](O)=[O:12])=[CH:9][C:8]=1[O:16][CH3:17])=[O:5].[Cl:23]C(Cl)C>>[Cl:1][C:2]1[CH:21]=[CH:20][C:19]([F:22])=[CH:18][C:3]=1[C:4]([NH:6][C:7]1[CH:15]=[CH:14][C:10]([C:11]([Cl:23])=[O:12])=[CH:9][C:8]=1[O:16][CH3:17])=[O:5]. Procedure details: In a manner analogous to the process outlined in Example 12, 4-(2-chloro-5-fluoro-benzoylamino)-3-methoxy-benzoic acid was suspended in dichloroethane and reacted to yield the 4-(2-chloro-5-fluoro-benzoylamino)-3-methoxy-benzoyl chloride as a white solid.